This data is from the Open Reaction Database (ORD), a public repository of structured organic reaction records. The task is: describe an organic reaction: reactants, conditions, products, and yield The reactants are CC[SiH](CC)CC, N#Cc1cnn2c1NCC=C2c1cccc(Cl)c1, [K+], [OH-], O=C(O)C(F)(F)F. Yields the product N#Cc1cnn2c1NCCC2c1cccc(Cl)c1. Reaction SMILES: [CH2:19]([SiH:20]([CH2:21][CH3:22])[CH2:23][CH3:24])[CH3:25].[Cl:1][c:2]1[cH:3][c:4]([C:8]2=[CH:9][CH2:10][NH:11][c:12]3[n:13]2[n:14][cH:15][c:16]3[C:17]#[N:18])[cH:5][cH:6][cH:7]1.[K+:27].[OH-:26].[OH:28][C:29]([C:30]([F:31])([F:32])[F:33])=[O:34]>>[Cl:1][c:2]1[cH:3][c:4]([CH:8]2[CH2:9][CH2:10][NH:11][c:12]3[n:13]2[n:14][cH:15][c:16]3[C:17]#[N:18])[cH:5][cH:6][cH:7]1. Reactants: CNC, CO, CC(C#N)(Cn1nc2cc(Cl)cc(C=O)c2n1)NC(=O)c1ccc(OC(F)(F)F)cc1. Yields the product CN(C)Cc1cc(Cl)cc2nn(CC(C)(C#N)NC(=O)c3ccc(OC(F)(F)F)cc3)nc12. As a reaction SMILES: [CH3:32][NH:33][CH3:34].[CH3:35][OH:36].[Cl:1][c:2]1[cH:3][c:4]([CH:30]=[O:31])[c:5]2[c:6]([n:7][n:8]([CH2:10][C:11]([CH3:12])([C:13]#[N:14])[NH:15][C:16]([c:17]3[cH:18][cH:19][c:20]([O:23][C:24]([F:25])([F:26])[F:27])[cH:21][cH:22]3)=[O:28])[n:9]2)[cH:29]1>>[Cl:1][c:2]1[cH:3][c:4]([CH2:30][N:33]([CH3:32])[CH3:34])[c:5]2[c:6]([n:7][n:8]([CH2:10][C:11]([CH3:12])([C:13]#[N:14])[NH:15][C:16]([c:17]3[cH:18][cH:19][c:20]([O:23][C:24]([F:25])([F:26])[F:27])[cH:21][cH:22]3)=[O:28])[n:9]2)[cH:29]1. Reactants: ( 4 ), C(#N)C1=NC=CN=C1C#N (2, 3-dicyano-pyrazine), CC(C)=C (isobutylene), S(O)(O)(=O)=O (sulfuric acid). Solvent: C(C)(C)(C)O (tert-butyl alcohol). The product is C(C)(C)(C)NC(=O)C1=NC=CN=C1 (N-tert-butyl-2-pyrazinecarboxamide), C(#N)C=1C(=NC=CN1)C(=O)NC(C)(C)C (3-cyano-N-tert-butyl-2-pyrazinecarboxamide). As a reaction SMILES: [C:1]([C:3]1[C:8]([C:9]#[N:10])=[N:7][CH:6]=[CH:5][N:4]=1)#[N:2].[CH3:11][C:12](=[CH2:14])[CH3:13].S(=O)(=O)(O)[OH:16]>C(O)(C)(C)C>[C:12]([NH:10][C:9]([C:8]1[CH:3]=[N:4][CH:5]=[CH:6][N:7]=1)=[O:16])([CH3:13])([CH3:11])[CH3:14].[C:9]([C:8]1[C:3]([C:1]([NH:2][C:12]([CH3:13])([CH3:11])[CH3:14])=[O:16])=[N:4][CH:5]=[CH:6][N:7]=1)#[N:10]. Procedure: A compound having the formula (4) can be obtained as follows. The corresponding 2, 3-dicyano-pyrazine is reacted with tert-butyl alcohol or isobutylene in the presence of sulfuric acid to obtain the corresponding N-tert-butyl-2-pyrazinecarboxamide and/or 3-cyano-N-tert-butyl-2-pyrazinecarboxamide. Then, thus obtained corresponding N-tert-butyl-2-pyrazinecarboxamide and/or 3-cyano-N-tert-butyl-2-pyrazinecarboxamide are hydrolyzed under an alkaline condition. Reactants: [Cl-].[NH4+] (ammonium chloride), ClC=1C=C2NC=C(CCN)C2=CC1 (6-chlorotryptamine), FCCCOC=1C=C(C=O)C=CC1 (3-(3-fluoropropoxy)benzaldehyde), [BH4-].[Na+] (sodium borohydride), N (ammonia). Solvent: CO (methanol), C(C)O (ethanol), CO (methanol), ClCCl (dichloromethane). Run at time 8 hour. Yields the product ClC1=CC=C2C(=CNC2=C1)CCNCC1=CC(=CC=C1)OCCCF (N-(2-(6-Chloro-1H-indol-3-yl)ethyl)-3-(3-fluoropropoxy)benzylamine). As a reaction SMILES: [Cl:1][C:2]1[CH:3]=[C:4]2[C:11](=[CH:12][CH:13]=1)[C:7]([CH2:8][CH2:9][NH2:10])=[CH:6][NH:5]2.[F:14][CH2:15][CH2:16][CH2:17][O:18][C:19]1[CH:20]=[C:21]([CH:24]=[CH:25][CH:26]=1)[CH:22]=O.[BH4-].[Na+].N.[Cl-].[NH4+]>C(O)C.CO.ClCCl>[Cl:1][C:2]1[CH:3]=[C:4]2[C:11]([C:7]([CH2:8][CH2:9][NH:10][CH2:22][C:21]3[CH:24]=[CH:25][CH:26]=[C:19]([O:18][CH2:17][CH2:16][CH2:15][F:14])[CH:20]=3)=[CH:6][NH:5]2)=[CH:12][CH:13]=1 |f:2.3,5.6|. Procedure: Combine 6-chlorotryptamine (1.4 g, 7.2 mmol), 3-(3-fluoropropoxy)benzaldehyde (1.3 g, 7.2 mmol), and molecular sieves in ethanol (150 mL), and heat at 78° C. overnight. Filter the reaction mixture through a plug of celite, and treat the resulting filtrate with sodium borohydride (817 mg, 21.6 mmol) and stir overnight at room temperature. Evaporate the solvent in vacuo to give a residue. Chromatograph the residue on silica gel eluting with 9:1 mixture of dichloromethane and 1N ammonia in methanol... Reactants: COC(=O)CCCCCCC1C(=O)CCC1CCC(=O)c1cccc2ccccc12, CC(C)=O, O=P([O-])([O-])[O-]. The product is O=C(O)CCCCCCC1C(=O)CCC1CCC(=O)c1cccc2ccccc12. As a reaction SMILES: [CH3:1][O:2][C:3]([CH2:4][CH2:5][CH2:6][CH2:7][CH2:8][CH2:9][CH:10]1[CH:11]([CH2:16][CH2:17][C:18](=[O:19])[c:20]2[cH:21][cH:22][cH:23][c:24]3[cH:25][cH:26][cH:27][cH:28][c:29]23)[CH2:12][CH2:13][C:14]1=[O:15])=[O:30].[CH3:36][C:37](=[O:38])[CH3:39].[O-:31][P:32](=[O:33])([O-:34])[O-:35]>>[O:2]=[C:3]([CH2:4][CH2:5][CH2:6][CH2:7][CH2:8][CH2:9][CH:10]1[CH:11]([CH2:16][CH2:17][C:18](=[O:19])[c:20]2[cH:21][cH:22][cH:23][c:24]3[cH:25][cH:26][cH:27][cH:28][c:29]23)[CH2:12][CH2:13][C:14]1=[O:15])[OH:30].